This data is from the Open Reaction Database (ORD), a public repository of structured organic reaction records. The task is: describe an organic reaction: reactants, conditions, products, and yield Yields the product CC(C)(C)OC(=O)N1CCC(N(c2ccc(C(=O)O)cc2)c2ccc(F)c(Cl)c2)C1. Reactants: CCOC(=O)c1ccc(N(c2ccc(F)c(Cl)c2)C2CCN(C(=O)OC(C)(C)C)C2)cc1, CCO, CC(=O)O, ClCCl, [Na+], [OH-]. Reaction SMILES: [C:4]([CH3:5])([CH3:6])([CH3:7])[O:8][C:9](=[O:10])[N:11]1[CH2:12][CH:13]([N:16]([c:17]2[cH:18][cH:19][c:20]([C:23](=[O:24])[O:25][CH2:26][CH3:27])[cH:21][cH:22]2)[c:28]2[cH:29][c:30]([Cl:35])[c:31]([F:34])[cH:32][cH:33]2)[CH2:14][CH2:15]1.[CH3:1][CH2:2][OH:3].[CH3:41][C:42](=[O:43])[OH:44].[Cl:38][CH2:39][Cl:40].[Na+:37].[OH-:36]>>[C:4]([CH3:5])([CH3:6])([CH3:7])[O:8][C:9](=[O:10])[N:11]1[CH2:12][CH:13]([N:16]([c:17]2[cH:18][cH:19][c:20]([C:23](=[O:24])[OH:25])[cH:21][cH:22]2)[c:28]2[cH:29][c:30]([Cl:35])[c:31]([F:34])[cH:32][cH:33]2)[CH2:14][CH2:15]1. Yield: 93.3%. The solvent is O (water). Reported procedure: 2-Acetamido-1-benzylthio-cyclohexane (74 mg) prepared as above was added to 1 molar aqueous sodium hydroxide solution (30 ml) and refluxed for 19 hours. The reaction mixture was cooled, diluted to 100 ml with water and extracted with diethyl ether (3×50 ml). The ethereal layer was washed with water (25 ml), dried and evaporated to give 2-amino-1-benzylthio-cyclohexane (58 mg). Mass spec. m/e 221 (parent ion), IR 3300 (broad), 1600 and 1500 cm-1. The product is NC1C(CCCC1)SCC1=CC=CC=C1 (2-amino-1-benzylthio-cyclohexane). RXN SMILES: C([NH:4][CH:5]1[CH2:10][CH2:9][CH2:8][CH2:7][CH:6]1[S:11][CH2:12][C:13]1[CH:18]=[CH:17][CH:16]=[CH:15][CH:14]=1)(=O)C.[OH-].[Na+]>O>[NH2:4][CH:5]1[CH2:10][CH2:9][CH2:8][CH2:7][CH:6]1[S:11][CH2:12][C:13]1[CH:14]=[CH:15][CH:16]=[CH:17][CH:18]=1 |f:1.2|. Starting materials: C(C)(=O)NC1C(CCCC1)SCC1=CC=CC=C1 (2-Acetamido-1-benzylthio-cyclohexane), [OH-].[Na+] (sodium hydroxide). Starting materials: CC#N, [O-][Cl+][O-], COC(=O)c1ccc(S(C)(=O)=O)c(C=O)c1Cl, Cl, [Na+], [Na+], [Na+], [Na+], O, O, OO, O=P([O-])([O-])O, O=S([O-])O. Product: COC(=O)c1ccc(S(C)(=O)=O)c(C(=O)O)c1Cl. Reaction SMILES: [CH3:39][C:40]#[N:41].[Cl+:11]([O-:12])[O-:13].[Cl:15][c:16]1[c:17]([C:18](=[O:19])[O:20][CH3:21])[cH:22][cH:23][c:24]([S:28](=[O:29])(=[O:30])[CH3:31])[c:25]1[CH:26]=[O:27].[ClH:32].[Na+:14].[Na+:37].[Na+:7].[Na+:8].[OH2:1].[OH2:38].[OH:9][OH:10].[P:2]([O-:3])([O-:4])([OH:5])=[O:6].[S:33](=[O:34])([O-:35])[OH:36]>>[Cl:15][c:16]1[c:17]([C:18](=[O:19])[O:20][CH3:21])[cH:22][cH:23][c:24]([S:28](=[O:29])(=[O:30])[CH3:31])[c:25]1[C:26](=[O:27])[OH:34].